Task: describe an organic reaction: reactants, conditions, products, and yield. Dataset: the Open Reaction Database (ORD), a public repository of structured organic reaction records Reactants: C(C1=CC=CC=C1)Cl (Benzyl chloride), OCC1(OC(OC1)(C)C)C (4-Hydroxymethyl-2,2,4-trimethyl-1,3-dioxolane), [H-].[Na+] (sodium hydride), [H][H] (hydrogen). Solvent: C1(=CC=CC=C1)C (toluene). Product: C(C1=CC=CC=C1)OCC1(OC(OC1)(C)C)C (4-benzyloxymethyl-2,2,4-trimethyl-1,3-dioxolane). RXN SMILES: [OH:1][CH2:2][C:3]1([CH3:10])[CH2:7][O:6][C:5]([CH3:9])([CH3:8])[O:4]1.[H-].[Na+].[H][H].[CH2:15](Cl)[C:16]1[CH:21]=[CH:20][CH:19]=[CH:18][CH:17]=1>C1(C)C=CC=CC=1>[CH2:15]([O:1][CH2:2][C:3]1([CH3:10])[CH2:7][O:6][C:5]([CH3:9])([CH3:8])[O:4]1)[C:16]1[CH:21]=[CH:20][CH:19]=[CH:18][CH:17]=1 |f:1.2|. Reported procedure: 4-Hydroxymethyl-2,2,4-trimethyl-1,3-dioxolane (10g, prepared as in (b)) was added dropwise to a stirred suspension of sodium hydride (3g, 50% dispersion in oil) in dry toluene (150 ml). When the addition was complete the solution was heated under reflux until no more hydrogen was evolved. Benzyl chloride (7.85g) was added to the refluxing solution over a period of 15 minutes, after which the solution was heated under reflux for a further 3 hours. The solution was then cooled, washed with water (... Starting materials: OC1=CC=C2C(N(C=NC2=C1)COC(C(C)(C)C)=O)=O (7-Hydroxy-3-((pivaloyloxy)methyl)-3,4-dihydroquinazolin-4-one), N(=NC(=O)OCC)C(=O)OCC (diethyl azodicarboxylate), OCCCN1CCOCC1 (4-(3-hydroxypropyl)morpholine), C1(=CC=CC=C1)P(C1=CC=CC=C1)C1=CC=CC=C1 (triphenylphosphine). Run in C(Cl)Cl (methylene chloride). Conditions: time 5 minute. The product is O1CCN(CC1)CCCOC1=CC=C2C(N(C=NC2=C1)COC(C(C)(C)C)=O)=O (7-(3-morpholinopropoxy)-3-((pivaloyloxy)methyl)-3,4-dihydroquinazolin-4-one). Isolated yield 68.4%. RXN SMILES: [OH:1][C:2]1[CH:11]=[C:10]2[C:5]([C:6](=[O:20])[N:7]([CH2:12][O:13][C:14](=[O:19])[C:15]([CH3:18])([CH3:17])[CH3:16])[CH:8]=[N:9]2)=[CH:4][CH:3]=1.O[CH2:22][CH2:23][CH2:24][N:25]1[CH2:30][CH2:29][O:28][CH2:27][CH2:26]1.C1(P(C2C=CC=CC=2)C2C=CC=CC=2)C=CC=CC=1.N(C(OCC)=O)=NC(OCC)=O>C(Cl)Cl>[O:28]1[CH2:29][CH2:30][N:25]([CH2:24][CH2:23][CH2:22][O:1][C:2]2[CH:11]=[C:10]3[C:5]([C:6](=[O:20])[N:7]([CH2:12][O:13][C:14](=[O:19])[C:15]([CH3:16])([CH3:17])[CH3:18])[CH:8]=[N:9]3)=[CH:4][CH:3]=2)[CH2:26][CH2:27]1. Procedure: 7-Hydroxy-3-((pivaloyloxy)methyl)-3,4-dihydroquinazolin-4-one (750 mg, 2.7 mmol) was suspended in methylene chloride (40 ml) at 5° C. and 4-(3-hydroxypropyl)morpholine (490 mg, 3.4 mmol) and triphenylphosphine (890 mg, 3.4 mmol) were added. The mixture was stirred for 5 minutes and diethyl azodicarboxylate (590 mg, 3.4 mmol) was added over 5 minutes at 5° C. The reaction mixture was stirred at 5° C. for 30 minutes then at ambient temperature for 1 hour. The solution was then purified directly by...